Dataset: the Open Reaction Database (ORD), a public repository of structured organic reaction records. Task: describe an organic reaction: reactants, conditions, products, and yield The reactants are CCc1nc2c(cnn2CC)c(NC2CCOCC2)c1CNC(=O)c1ccc(CCCCC=O)cc1, C1CCOC1, CC(=O)O, CCOC(C)=O, CC(C)(C)[Si](C)(C)OC(CN)c1ccc(O)c2[nH]c(=O)ccc12, [Na+], O=C([O-])O, O. Product: CCc1nc2c(cnn2CC)c(NC2CCOCC2)c1CNC(=O)c1ccc(CCCCCNCC(O[Si](C)(C)C(C)(C)C)c2ccc(O)c3[nH]c(=O)ccc23)cc1. As a reaction SMILES: [CH2:24]([CH3:25])[n:26]1[n:27][cH:28][c:29]2[c:30]1[n:31][c:32]([CH2:58][CH3:59])[c:33]([CH2:42][NH:43][C:44]([c:45]1[cH:46][cH:47][c:48]([CH2:51][CH2:52][CH2:53][CH2:54][CH:55]=[O:56])[cH:49][cH:50]1)=[O:57])[c:34]2[NH:35][CH:36]1[CH2:37][CH2:38][O:39][CH2:40][CH2:41]1.[CH2:69]1[O:70][CH2:71][CH2:72][CH2:73]1.[CH3:60][C:61](=[O:62])[OH:63].[CH3:74][CH2:75][O:76][C:77]([CH3:78])=[O:79].[NH2:1][CH2:2][CH:3]([O:4][Si:5]([CH3:6])([CH3:7])[C:8]([CH3:9])([CH3:10])[CH3:11])[c:12]1[c:13]2[cH:14][cH:15][c:16](=[O:23])[nH:17][c:18]2[c:19]([OH:22])[cH:20][cH:21]1.[Na+:68].[O-:64][C:65]([OH:66])=[O:67].[OH2:80]>>[NH:1]([CH2:2][CH:3]([O:4][Si:5]([CH3:6])([CH3:7])[C:8]([CH3:9])([CH3:10])[CH3:11])[c:12]1[c:13]2[cH:14][cH:15][c:16](=[O:23])[nH:17][c:18]2[c:19]([OH:22])[cH:20][cH:21]1)[CH2:55][CH2:54][CH2:53][CH2:52][CH2:51][c:48]1[cH:47][cH:46][c:45]([C:44]([NH:43][CH2:42][c:33]2[c:32]([CH2:58][CH3:59])[n:31][c:30]3[n:26]([CH2:24][CH3:25])[n:27][cH:28][c:29]3[c:34]2[NH:35][CH:36]2[CH2:37][CH2:38][O:39][CH2:40][CH2:41]2)=[O:57])[cH:50][cH:49]1. Reactants: O=C1N=CC=C(c2ccc(OC(F)F)cc2Cl)C1[N+](=O)[O-], CN(C)C=O, O=P(Cl)(Cl)Cl. The product is O=[N+]([O-])C1C(c2ccc(OC(F)F)cc2Cl)=CC=NC1Cl. As a reaction SMILES: [Cl:6][c:7]1[c:8]([C:17]2=[CH:22][CH:21]=[N:20][C:19](=[O:23])[CH:18]2[N+:24](=[O:25])[O-:26])[cH:9][cH:10][c:11]([O:13][CH:14]([F:15])[F:16])[cH:12]1.[O:27]=[CH:28][N:29]([CH3:30])[CH3:31].[P:1]([Cl:2])([Cl:3])([Cl:4])=[O:5]>>[Cl:3][CH:19]1[CH:18]([N+:24](=[O:25])[O-:26])[C:17]([c:8]2[c:7]([Cl:6])[cH:12][c:11]([O:13][CH:14]([F:15])[F:16])[cH:10][cH:9]2)=[CH:22][CH:21]=[N:20]1. Starting materials: C([O-])([O-])=O.[K+].[K+] (Potassium carbonate), CN1CCNCC1 (N-methylpiperazine), CS(=O)(=O)OCC1=CC=2CN(CCC2S1)C(=O)OC(C)(C)C (tert-butyl 2-((methylsulfonyloxy)methyl)-6,7-dihydrothieno-[3,2-c]pyridine-5(4H)-carboxylate). Solvent: C1(=CC=CC=C1)C (toluene), C(C)(=O)OCC (ethyl acetate). Yields the product CN1CCN(CC1)CC1=CC=2CN(CCC2S1)C(=O)OC(C)(C)C (tert-Butyl 2-((4-methylpiperazin-1-yl)methyl)-6,7-dihydrothieno[3,2-c]pyridine-5(4H)-carboxylate). Yield: 50.0%. Reaction SMILES: C(=O)([O-])[O-].[K+].[K+].[CH3:7][N:8]1[CH2:13][CH2:12][NH:11][CH2:10][CH2:9]1.CS(O[CH2:19][C:20]1[S:28][C:27]2[CH2:26][CH2:25][N:24]([C:29]([O:31][C:32]([CH3:35])([CH3:34])[CH3:33])=[O:30])[CH2:23][C:22]=2[CH:21]=1)(=O)=O>C1(C)C=CC=CC=1.C(OCC)(=O)C>[CH3:7][N:8]1[CH2:13][CH2:12][N:11]([CH2:19][C:20]2[S:28][C:27]3[CH2:26][CH2:25][N:24]([C:29]([O:31][C:32]([CH3:35])([CH3:34])[CH3:33])=[O:30])[CH2:23][C:22]=3[CH:21]=2)[CH2:10][CH2:9]1 |f:0.1.2|. Procedure: Potassium carbonate (26.5 mmol) and N-methylpiperazine (6.36 mmol) was added to a solution of tert-butyl 2-((methylsulfonyloxy)methyl)-6,7-dihydrothieno-[3,2-c]pyridine-5(4H)-carboxylate (5.3 mmol) in toluene (30 ml). The reaction mixture obtained was heated under reflux for 16 hours. The reaction temperature was then reduced to 25° C. and the reaction mixture was diluted with ethyl acetate. The reaction mixture was washed with water and saturated sodium chloride solution and dried over sodium s... The product is COC1=CC=C2CCC(CC2=C1)CNC(C(O)C1=CC(=C(C=C1)Cl)Cl)=O (N-[(7-methoxy-1,2,3,4-tetrahydronaphth-2-yl) methyl]-3,4-dichloromandelamide). Procedure details: By following the procedure of Example 1(i) but starting from 3,4-dichloromandelic acid (3.1 g, 0.014 mol) and 2-aminomethyl-7-methoxy-1,2,3,4-tetrahydronaphthalene (2.67 g, 0.014 mol), N-[(7-methoxy-1,2,3,4-tetrahydronaphth-2-yl) methyl]-3,4-dichloromandelamide (4.5 g) is obtained as an oily product characterised by the following IR absorption maxima 3380 (b): O--H, CON--H; and 1641: NHC=0 cm-1. RXN SMILES: [Cl:1][C:2]1[CH:3]=[C:4]([CH:10]=[CH:11][C:12]=1[Cl:13])[CH:5]([OH:9])[C:6]([OH:8])=O.[NH2:14][CH2:15][CH:16]1[CH2:25][CH2:24][C:23]2[C:18](=[CH:19][C:20]([O:26][CH3:27])=[CH:21][CH:22]=2)[CH2:17]1>>[CH3:27][O:26][C:20]1[CH:19]=[C:18]2[C:23]([CH2:24][CH2:25][CH:16]([CH2:15][NH:14][C:6](=[O:8])[CH:5]([C:4]3[CH:10]=[CH:11][C:12]([Cl:13])=[C:2]([Cl:1])[CH:3]=3)[OH:9])[CH2:17]2)=[CH:22][CH:21]=1. The yield is 81.5%. Starting materials: ClC=1C=C(C(C(=O)O)O)C=CC1Cl (3,4-dichloromandelic acid), NCC1CC2=CC(=CC=C2CC1)OC (2-aminomethyl-7-methoxy-1,2,3,4-tetrahydronaphthalene). The reactants are C1CCOC1, CC(=O)OC(C)(C)C(=O)Cl, Cc1nc2ccccc2n1-c1nc(N2CCOCC2)c2nc(CC3CNC3)n(C)c2n1. Yields the product CC(=O)OC(C)(C)C(=O)N1CC(Cc2nc3c(N4CCOCC4)nc(-n4c(C)nc5ccccc54)nc3n2C)C1. RXN SMILES: [CH2:42]1[O:43][CH2:44][CH2:45][CH2:46]1.[Cl:32][C:33](=[O:34])[C:35]([CH3:36])([CH3:37])[O:38][C:39]([CH3:40])=[O:41].[NH:1]1[CH2:2][CH:3]([CH2:5][c:6]2[n:7]([CH3:31])[c:8]3[n:9][c:10](-[n:21]4[c:22]([CH3:30])[n:23][c:24]5[c:25]4[cH:26][cH:27][cH:28][cH:29]5)[n:11][c:12]([N:15]4[CH2:16][CH2:17][O:18][CH2:19][CH2:20]4)[c:13]3[n:14]2)[CH2:4]1>>[N:1]1([C:33](=[O:34])[C:35]([CH3:36])([CH3:37])[O:38][C:39]([CH3:40])=[O:41])[CH2:2][CH:3]([CH2:5][c:6]2[n:7]([CH3:31])[c:8]3[n:9][c:10](-[n:21]4[c:22]([CH3:30])[n:23][c:24]5[c:25]4[cH:26][cH:27][cH:28][cH:29]5)[n:11][c:12]([N:15]4[CH2:16][CH2:17][O:18][CH2:19][CH2:20]4)[c:13]3[n:14]2)[CH2:4]1. Reactants: CC1C[C@H]2CN[C@@H]([C@H]2C1)CNC(=O)C1=C(N=C2SC=CN21)C (6-methyl-imidazo[2,1-b]thiazole-5-carboxylic acid-[(1S,2S,5R)-7-methyl-3-aza-bicyclo[3.3.0]oct-2-ylmethyl]-amide), ClC=1C=C(C=CC1)C1=C(N=C(S1)C)C(=O)O (5-(3-chloro-phenyl)-2-methyl-thiazole-4-carboxylic acid). Product: ClC=1C=C(C=CC1)C1=C(N=C(S1)C)C(=O)N1[C@@H]([C@H]2CC(C[C@H]2C1)C)CNC(=O)C1=C(N=C2SC=CN21)C (6-Methyl-imidazo[2,1-b]thiazole-5-carboxylic acid-(1S,2S,5R)-{3-[5-(3-chloro-phenyl)-2-methyl-thiazole-4-carbonyl]-7-methyl-3-aza-bicyclo[3.3.0]oct-2-ylmethyl}-amide). RXN SMILES: [CH3:1][CH:2]1[CH2:9][C@H:8]2[C@H:4]([CH2:5][NH:6][C@@H:7]2[CH2:10][NH:11][C:12]([C:14]2[N:21]3[C:17]([S:18][CH:19]=[CH:20]3)=[N:16][C:15]=2[CH3:22])=[O:13])[CH2:3]1.[Cl:23][C:24]1[CH:25]=[C:26]([C:30]2[S:34][C:33]([CH3:35])=[N:32][C:31]=2[C:36](O)=[O:37])[CH:27]=[CH:28][CH:29]=1>>[Cl:23][C:24]1[CH:25]=[C:26]([C:30]2[S:34][C:33]([CH3:35])=[N:32][C:31]=2[C:36]([N:6]2[CH2:5][C@H:4]3[C@H:8]([CH2:9][CH:2]([CH3:1])[CH2:3]3)[C@H:7]2[CH2:10][NH:11][C:12]([C:14]2[N:21]3[C:17]([S:18][CH:19]=[CH:20]3)=[N:16][C:15]=2[CH3:22])=[O:13])=[O:37])[CH:27]=[CH:28][CH:29]=1. Procedure details: prepared by reaction of 6-methyl-imidazo[2,1-b]thiazole-5-carboxylic acid-[(1S,2S,5R)-7-methyl-3-aza-bicyclo[3.3.0]oct-2-ylmethyl]-amide with 5-(3-chloro-phenyl)-2-methyl-thiazole-4-carboxylic acid. As a reaction SMILES: [NH:1]1[C:9]2[C:4](=[CH:5][CH:6]=[CH:7][CH:8]=2)[CH2:3][CH2:2]1.C(=O)([O-])[O-].[K+].[K+].[CH2:16](Cl)[C:17]1[CH:22]=[CH:21][CH:20]=[CH:19][CH:18]=1>C1(C)C=CC=CC=1>[CH2:16]([N:1]1[C:9]2[C:4](=[CH:5][CH:6]=[CH:7][CH:8]=2)[CH2:3][CH2:2]1)[C:17]1[CH:22]=[CH:21][CH:20]=[CH:19][CH:18]=1 |f:1.2.3|. The reactants are C([O-])([O-])=O.[K+].[K+] (potassium carbonate), C(C1=CC=CC=C1)Cl (benzyl chloride), N1CCC2=CC=CC=C12 (indoline). Procedure details: To a stirred refluxing mixture of 119 g (1 mole) of indoline, 800 ml of toluene (other solvents, e.g. isopropyl alcohol, are satisfactory), and 207 g (1.5 mole) of pulverized, anhydrous potassium carbonate is added dropwise 126.5 g (1 mole) of benzyl chloride. When addition is complete, refluxing is continued until evolution of gas ceases as evidenced by a gas meter (about three hours). The mixture is allowed to cool, and the solids are removed by filtration. The filtrate is evaporated, and the ... The solvent is C1(=CC=CC=C1)C (toluene). Yield: 73.1%. The product is C(C1=CC=CC=C1)N1CCC2=CC=CC=C12 (1-benzylindoline). Solvent: C1(=CC=CC=C1)C (toluene). Product: C(C)(=O)S\C=C/C(=O)Cl (cis-3-(acetylthio)propenoyl chloride). RXN SMILES: [C:1]([S:4]/[CH:5]=[CH:6]\[C:7]([OH:9])=O)(=[O:3])[CH3:2].CN(C)C=O.C(Cl)(=O)C([Cl:18])=O>C1(C)C=CC=CC=1>[C:1]([S:4]/[CH:5]=[CH:6]\[C:7]([Cl:18])=[O:9])(=[O:3])[CH3:2]. Procedure details: To a mixture of 2.8 g (0.0162 mol) of cis-3-(acetylthio)propenoic acid and 0.1 ml of N,N-dimethylformamide in 50 ml of toluene under nitrogen was added 2.84 ml (0.0325 mol) of oxalyl chloride. After 3 h the solvents were removed to give cis-3-(acetylthio)propenoyl chloride. This crude product was used in the next step without any further purification. Starting materials: C(C)(=O)S\C=C/C(=O)O (cis-3-(acetylthio)propenoic acid), CN(C=O)C (N,N-dimethylformamide), C(C(=O)Cl)(=O)Cl (oxalyl chloride).